From a dataset of the Open Reaction Database (ORD), a public repository of structured organic reaction records. describe an organic reaction: reactants, conditions, products, and yield Reactants: BrCCCCCCCCCCC(=O)O (11-bromoundecanoic acid), C1(=CC=CC=C1)P(C1=CC=CC=C1)C1=CC=CC=C1 (triphenylphosphine). Solvent: 3L, C1(=CC=CC=C1)C (toluene). Product: [Br-].C(=O)(O)CCCCCCCCCC[P+](C1=CC=CC=C1)(C1=CC=CC=C1)C1=CC=CC=C1 (10-Carboxydecyl triphenylphosphonium bromide). Reaction SMILES: [Br:1][CH2:2][CH2:3][CH2:4][CH2:5][CH2:6][CH2:7][CH2:8][CH2:9][CH2:10][CH2:11][C:12]([OH:14])=[O:13].[C:15]1([P:21]([C:28]2[CH:33]=[CH:32][CH:31]=[CH:30][CH:29]=2)[C:22]2[CH:27]=[CH:26][CH:25]=[CH:24][CH:23]=2)[CH:20]=[CH:19][CH:18]=[CH:17][CH:16]=1>C1(C)C=CC=CC=1>[Br-:1].[C:12]([CH2:11][CH2:10][CH2:9][CH2:8][CH2:7][CH2:6][CH2:5][CH2:4][CH2:3][CH2:2][P+:21]([C:22]1[CH:23]=[CH:24][CH:25]=[CH:26][CH:27]=1)([C:28]1[CH:33]=[CH:32][CH:31]=[CH:30][CH:29]=1)[C:15]1[CH:16]=[CH:17][CH:18]=[CH:19][CH:20]=1)([OH:14])=[O:13] |f:3.4|. Procedure: A solution of 303 g (1.14 mol) of 11-bromoundecanoic acid and 303 g (1.16 mol) of triphenylphosphine in 3L of toluene was stirred and refluxed under N2 for three days, then cooled to 0°. The crystalline solid was broken up, filtered off, washed with toluene and with ether, and then dissolved in a minimum of CH2Cl2. This solution was diluted with stirring to 4 L with ether, the white crystalline powder was filtered off and dried at 40°/1 ml; 524 g (87%), mp 95-98° . Calculated for C29H36 BrO2P: C... Starting materials: OCCCCCCCCCCCCCCC(=O)OCCCCCCCC (octyl 15-hydroxypentadecanoate), C(CCCCCCCCC)C(CO)CCCCCC (2-decyl-1-octanol), [O-2].[Mg+2] (magnesium oxide). Yields the product C1CCCCCCCOC(=O)CCCCCC1 (cyclopentadecanolide). The yield is 3.0%. As a reaction SMILES: OCCCCCCCC[CH2:10][CH2:11][CH2:12][CH2:13][CH2:14][CH2:15][C:16]([O:18][CH2:19][CH2:20][CH2:21][CH2:22][CH2:23][CH2:24][CH2:25][CH3:26])=[O:17].C(C(CCCCCC)CO)CCCCCCCCC.[O-2].[Mg+2]>>[CH2:26]1[CH2:10][CH2:11][CH2:12][CH2:13][CH2:14][CH2:15][C:16](=[O:17])[O:18][CH2:19][CH2:20][CH2:21][CH2:22][CH2:23][CH2:24][CH2:25]1 |f:2.3|. Reported procedure: A 26.7 g (72.0 mmol) portion of octyl 15-hydroxypentadecanoate, 20.1 g (154 mmol) of 2-decyl-1-octanol and 1.5 g of magnesium oxide were put into the same apparatus of Inventive Example 1 and the reaction was carried out under conditions of 230 to 250° C. and 1.3 kPa to 130 Pa while distilling out the distillate to obtain 26.9 g of a colorless and transparent liquid distillate 5 hours thereafter. This contained 0.5 g of cyclopentadecanolide (yield 3%). Reactants: [H-].[Na+] (sodium hydride), [N+](=O)([O-])C1=C2C(=NC=C1)NC=C2 (4-nitro-1H-pyrrolo[2,3-b]pyridine), CI (methyl iodide). Run in CC(=O)N(C)C (DMA), CC(=O)N(C)C (DMA). Conditions: time 30 minute. Product: CN1C=CC=2C1=NC=CC2[N+](=O)[O-] (1-Methyl-4-nitro-1H-pyrrolo[2,3-b]pyridine). Reaction SMILES: [H-].[Na+].[N+:3]([C:6]1[CH:11]=[CH:10][N:9]=[C:8]2[NH:12][CH:13]=[CH:14][C:7]=12)([O-:5])=[O:4].[CH3:15]I>CC(N(C)C)=O>[CH3:15][N:12]1[C:8]2=[N:9][CH:10]=[CH:11][C:6]([N+:3]([O-:5])=[O:4])=[C:7]2[CH:14]=[CH:13]1 |f:0.1|. Procedure: 170 mg (4.29 mmol) of sodium hydride are added to a solution of 500 mg (3.06 mmol) of 4-nitro-1H-pyrrolo[2,3-b]pyridine (Antonini, Ippolito; Claudi, Francesco; Cristalli, Gloria; Franchetti, Palmarisa; Grifantini, Mario; Martelli, Sante; J. Med. Chem. 1982, 25, 1258-1261.) in 10 ml of absolute DMA, and the suspension is stirred for 30 min. A solution of 230 μl (3.68 mmol) of methyl iodide in 2 ml of absolute DMA is then slowly added dropwise, and the mixture is again stirred for 60 min. After co... Procedure details: Starting from (+/−)-methyl[8-bromo-9-(4-chlorobenzoyl)-6-fluoro-2,3-dihydro-1H-pyrrolo[1,2-a]indol-1-yl]acetate (Example 61, Step 1, 100 mg, 0.22 mmol) and tributylephenyl)stannane (121 mg, 0.33 mmol), the title compound was synthesized following the procedures as described in Example 42 and Step 10 of Example 7. Starting materials: CC(C(=O)[O-])C1CCN2C1=C(C=1C(=CC(=CC21)F)Br)C(C2=CC=C(C=C2)Cl)=O ((+/−)-methyl[8-bromo-9-(4-chlorobenzoyl)-6-fluoro-2,3-dihydro-1H-pyrrolo[1,2-a]indol-1-yl]acetate), [SnH4] (stannane). Yields the product ClC1=CC=C(C(=O)C2=C3N(C=4C=C(C=C(C24)C2=CC=CC=C2)F)CCC3CC(=O)O)C=C1 ((+/−)-[9-(4-chlorobenzoyl)-6-fluoro-8-phenyl-2,3-dihydro-1H-pyrrolo[1,2-a]indol-1-yl]acetic acid). RXN SMILES: C[CH:2]([CH:6]1[C:10]2=[C:11]([C:20](=[O:28])[C:21]3[CH:26]=[CH:25][C:24]([Cl:27])=[CH:23][CH:22]=3)[C:12]3[C:13](Br)=[CH:14][C:15]([F:18])=[CH:16][C:17]=3[N:9]2[CH2:8][CH2:7]1)[C:3]([O-:5])=[O:4].[SnH4]>>[Cl:27][C:24]1[CH:25]=[CH:26][C:21]([C:20]([C:11]2[C:12]3[C:13]([C:12]4[CH:13]=[CH:14][CH:15]=[CH:16][CH:17]=4)=[CH:14][C:15]([F:18])=[CH:16][C:17]=3[N:9]3[CH2:8][CH2:7][CH:6]([CH2:2][C:3]([OH:5])=[O:4])[C:10]=23)=[O:28])=[CH:22][CH:23]=1. Reactants: 21.5, N1(C=NC=C1)C(C(C)C)C1=CC=C(C=C1)NC(C)=O (N-[4-[1-(1H-imidazol-1-yl)-2-methylpropyl]phenyl]acetamide), S(O)(O)(=O)=O (sulfuric acid), [N+](=O)([O-])[O-].[K+] (potassium nitrate), [OH-].[NH4+] (ammonium hydroxide), ice water. Product: 20, N1(C=NC=C1)C(C(C)C)C1=CC(=C(C=C1)NC(C)=O)[N+](=O)[O-] (N-[4-[1(1H-imidazol-1-yl)-2-methylpropyl]-2-nitrophenyl]acetamide). The yield is 80.0%. As a reaction SMILES: [N:1]1([CH:6]([C:10]2[CH:15]=[CH:14][C:13]([NH:16][C:17](=[O:19])[CH3:18])=[CH:12][CH:11]=2)[CH:7]([CH3:9])[CH3:8])[CH:5]=[CH:4][N:3]=[CH:2]1.S(=O)(=O)(O)O.[N+:25]([O-])([O-:27])=[O:26].[K+].[OH-].[NH4+]>>[N:1]1([CH:6]([C:10]2[CH:11]=[CH:12][C:13]([NH:16][C:17](=[O:19])[CH3:18])=[C:14]([N+:25]([O-:27])=[O:26])[CH:15]=2)[CH:7]([CH3:9])[CH3:8])[CH:5]=[CH:4][N:3]=[CH:2]1 |f:2.3,4.5|. Reported procedure: (a-3) To a stirred and cooled (0° C.) mixture of 21.5 parts of N-[4-[1-(1H-imidazol-1-yl)-2-methylpropyl]phenyl]acetamide and 183 parts of concentrated sulfuric acid were added portionwise 8.6 parts of potassium nitrate at 0°~5° C. The reaction mixture was poured into ice water and treated with ammonium hydroxide. The product was extracted three times with 150 parts of trichloromethane. The combined extracts were dried, filtered and evaporated, yielding 20 parts (80%) of N-[4-[1(1H-imidazol-1-yl... Starting materials: [BH4-], CC1CN(C2(C)CCN(C(=O)OC(C)(C)C)CC2)CCN1C1CC(=O)c2cc(C(F)(F)F)ccc21, CCO, [Na+]. Product: CC1CN(C2(C)CCN(C(=O)OC(C)(C)C)CC2)CCN1C1CC(O)c2cc(C(F)(F)F)ccc21. RXN SMILES: [BH4-:36].[CH3:1][C:2]1([N:15]2[CH2:16][CH:17]([CH3:35])[N:18]([CH:21]3[CH2:22][C:23](=[O:34])[c:24]4[cH:25][c:26]([C:30]([F:31])([F:32])[F:33])[cH:27][cH:28][c:29]43)[CH2:19][CH2:20]2)[CH2:3][CH2:4][N:5]([C:8](=[O:9])[O:10][C:11]([CH3:12])([CH3:13])[CH3:14])[CH2:6][CH2:7]1.[CH3:38][CH2:39][OH:40].[Na+:37]>>[CH3:1][C:2]1([N:15]2[CH2:16][CH:17]([CH3:35])[N:18]([CH:21]3[CH2:22][CH:23]([OH:34])[c:24]4[cH:25][c:26]([C:30]([F:31])([F:32])[F:33])[cH:27][cH:28][c:29]43)[CH2:19][CH2:20]2)[CH2:3][CH2:4][N:5]([C:8](=[O:9])[O:10][C:11]([CH3:12])([CH3:13])[CH3:14])[CH2:6][CH2:7]1. Reactants: ClC1=CC(=C(C=C1)NC1=C(C=NC2=CC(=C(C=C12)OC)OCCCCl)C#N)F (4-(4-Chloro-2-fluoro-phenylamino)-7-(3-chloro-propoxy)-6-methoxy-quinoline-3-carbonitrile), N1CCOCC1 (morpholine), [I-].[Na+] (sodium iodide). Run in COCCOC (ethylene glycol dimethyl ether). The product is ClC1=CC(=C(C=C1)NC1=C(C=NC2=CC(=C(C=C12)OC)OCCCN1CCOCC1)C#N)F (4-(4-Chloro-2-fluoro-phenylamino)-6-methoxy-7-(3-morpholin-4-yl-propoxy)-quinoline-3-carbonitrile). Isolated yield 98.1%. As a reaction SMILES: [Cl:1][C:2]1[CH:7]=[CH:6][C:5]([NH:8][C:9]2[C:18]3[C:13](=[CH:14][C:15]([O:21][CH2:22][CH2:23][CH2:24]Cl)=[C:16]([O:19][CH3:20])[CH:17]=3)[N:12]=[CH:11][C:10]=2[C:26]#[N:27])=[C:4]([F:28])[CH:3]=1.[NH:29]1[CH2:34][CH2:33][O:32][CH2:31][CH2:30]1.[I-].[Na+]>COCCOC>[Cl:1][C:2]1[CH:7]=[CH:6][C:5]([NH:8][C:9]2[C:18]3[C:13](=[CH:14][C:15]([O:21][CH2:22][CH2:23][CH2:24][N:29]4[CH2:34][CH2:33][O:32][CH2:31][CH2:30]4)=[C:16]([O:19][CH3:20])[CH:17]=3)[N:12]=[CH:11][C:10]=2[C:26]#[N:27])=[C:4]([F:28])[CH:3]=1 |f:2.3|. Reported procedure: A mixture of 1 g (2.38 mmol) of 4-(4-Chloro-2-fluoro-phenylamino)-7-(3-chloro-propoxy)-6-methoxy-quinoline-3-carbonitrile, 3.1 g (35.7 mmol) of morpholine, and 0.07 g of sodium iodide in 20 ml ethylene glycol dimethyl ether refluxed for 7 hr. The solvent was removed and the residue was mixed with warm ethyl acetate and saturated sodium bicarbonate solution. The organic layer was separated and dried over magnesium sulfate. Solvent was removed and ether-hexane was added. One standing, the crystals...